Dataset: the Open Reaction Database (ORD), a public repository of structured organic reaction records. Task: describe an organic reaction: reactants, conditions, products, and yield Reactants: C1(=CC=CC=C1)P(C1=CC=CC=C1)C1=CC=CC=C1 (triphenylphosphine), N(=[N+]=[N-])C1=CC=NC2=C(C=CC(=C12)OC)OC (4-azido-5,8-dimethoxyquinoline). Run in C1CCOC1.O (THF H2O). Conditions: time 2 hour. Yields the product NC1=CC=NC2=C(C=CC(=C12)OC)OC (4-Amino-5,8-dimethoxyquinoline). As a reaction SMILES: C1(P(C2C=CC=CC=2)C2C=CC=CC=2)C=CC=CC=1.[N:20]([C:23]1[C:32]2[C:27](=[C:28]([O:35][CH3:36])[CH:29]=[CH:30][C:31]=2[O:33][CH3:34])[N:26]=[CH:25][CH:24]=1)=[N+]=[N-]>C1COCC1.O>[NH2:20][C:23]1[C:32]2[C:27](=[C:28]([O:35][CH3:36])[CH:29]=[CH:30][C:31]=2[O:33][CH3:34])[N:26]=[CH:25][CH:24]=1 |f:2.3|. Procedure: 12 g (45.8 mmol) of triphenylphosphine are added in a single portion to a solution of 8.7 g (37.8 mmol) of 4-azido-5,8-dimethoxyquinoline in a THF/H2O mixture (110 mL/110 mL). The reaction medium is stirred at ambient temperature for 2 hours and then concentrated on a rotary evaporator. The residue is acidified with 200 mL of 1N HCl and extracted with ether (3 times 500 mL). The aqueous phase is then basified with 250 mL of 1N NaOH and re-extracted with CHCl3 (3 times 250 mL). After drying over ... Starting materials: C(C)(=O)OCC (ethyl acetate), FC1=CC=C(C(=O)C=2C=C(OC3=C(C=C(C=C3C)N3N=CC(NC3=O)=O)C)C=CC2OC)C=C1 (2-{4-[3-(4-fluoro-benzoyl)-4-methoxy-phenoxy]-3,5-dimethyl-phenyl}-2H-[1,2,4]triazine-3,5-dione), [OH-].[K+] (potassium hydroxide), COS(=O)(=O)OC (dimethylsulfate). Solvent: CO (methanol). Reaction conditions: time 3 hour. Product: FC1=CC=C(C(=O)C=2C=C(OC3=C(C=C(C=C3C)N3N=CC(N(C3=O)C)=O)C)C=CC2OC)C=C1 (2-{4-[3-(4-Fluoro-benzoyl)-4-methoxy-phenoxy]-3,5-dimethyl-phenyl}-4-methyl-2H-[1,2,4]triazine-3,5-dione). Reaction SMILES: [F:1][C:2]1[CH:34]=[CH:33][C:5]([C:6]([C:8]2[CH:9]=[C:10]([CH:28]=[CH:29][C:30]=2[O:31][CH3:32])[O:11][C:12]2[C:17]([CH3:18])=[CH:16][C:15]([N:19]3[C:24](=[O:25])[NH:23][C:22](=[O:26])[CH:21]=[N:20]3)=[CH:14][C:13]=2[CH3:27])=[O:7])=[CH:4][CH:3]=1.[OH-].[K+].[CH3:37]OS(OC)(=O)=O.C(OCC)(=O)C>CO>[F:1][C:2]1[CH:3]=[CH:4][C:5]([C:6]([C:8]2[CH:9]=[C:10]([CH:28]=[CH:29][C:30]=2[O:31][CH3:32])[O:11][C:12]2[C:17]([CH3:18])=[CH:16][C:15]([N:19]3[C:24](=[O:25])[N:23]([CH3:37])[C:22](=[O:26])[CH:21]=[N:20]3)=[CH:14][C:13]=2[CH3:27])=[O:7])=[CH:33][CH:34]=1 |f:1.2|. Procedure: To a stirred solution of 2-{4-[3-(4-fluoro-benzoyl)-4-methoxy-phenoxy]-3,5-dimethyl-phenyl}-2H-[1,2,4]triazine-3,5-dione (50 mg) and potassium hydroxide (12 mg) in methanol (2 mL) was added dimethylsulfate (41 mg) to produce a thick slurry. After 3 h, the reaction mixture was diluted into ethyl acetate, washed with 1N aqueous sodium hydroxide, the organic layer dried over sodium sulfate, filtered and concentrated in vacuo. The resulting oil was flash chromatographed on silica gel (20%-35% ethyl ... Reactants: [Br-], CC(=O)CC(C)=O, C1CCOC1, [Mg+]C1CC1, CCCC1CC(=O)N(Cc2c(C(F)(F)F)nc3ccc(Cl)nn23)C1, Cl, [Fe+3], [Na+], O=C([O-])O. Product: CCCC1CC(=O)N(Cc2c(C(F)(F)F)nc3ccc(C4CC4)nn23)C1. As a reaction SMILES: [Br-:1].[C:41]([CH2:42][C:43](=[O:44])[CH3:45])(=[O:46])[CH3:47].[CH2:36]1[O:37][CH2:38][CH2:39][CH2:40]1.[CH:2]1([Mg+:5])[CH2:3][CH2:4]1.[Cl:6][c:7]1[cH:8][cH:9][c:10]2[n:11]([n:12]1)[c:13]([CH2:20][N:21]1[C:22](=[O:29])[CH2:23][CH:24]([CH2:26][CH2:27][CH3:28])[CH2:25]1)[c:14]([C:16]([F:17])([F:18])[F:19])[n:15]2.[ClH:30].[Fe+3:48].[Na+:35].[O-:31][C:32]([OH:33])=[O:34]>>[CH:2]1([c:7]2[cH:8][cH:9][c:10]3[n:11]([n:12]2)[c:13]([CH2:20][N:21]2[C:22](=[O:29])[CH2:23][CH:24]([CH2:26][CH2:27][CH3:28])[CH2:25]2)[c:14]([C:16]([F:17])([F:18])[F:19])[n:15]3)[CH2:3][CH2:4]1. Procedure details: 3.3 g. of 6α,9α-difluoro-11βhydroxy-3,20-dioxo-16α-methyl-1,4-pregnadien-21-al is reacted under the conditions described in Example 46, but with 2-chloroethanol. The crude product is chromatographed on silica gel. With 25-27% acetone-hexane, after recrystallization from acetone/hexane, 1.11 g. of the 2-chloroethyl ester of 6α,9α-difluoro-11β-hydroxy-3,20-dioxo-16α-methyl-1,4-pregnadien-21-oic acid is obtained; m.p. 172.0° C. [α]D25 =+123° (chloroform). UV: ε238 = 17,200 (methanol). Product: 2-chloroethyl ester, F[C@H]1C[C@H]2[C@@H]3C[C@H]([C@H](C(C(=O)O)=O)[C@]3(C[C@@H]([C@@]2([C@]2(C=CC(C=C12)=O)C)F)O)C)C (6α,9α-difluoro-11β-hydroxy-3,20-dioxo-16α-methyl-1,4-pregnadien-21-oic acid). Reaction SMILES: [F:1][C@@H:2]1[C:22]2[C@:17]([CH3:24])([CH:18]=[CH:19][C:20](=[O:23])[CH:21]=2)[C@:16]2([F:25])[C@H:4]([C@H:5]3[C@:13]([CH3:27])([CH2:14][C@@H:15]2[OH:26])[C@@H:8]([C:9](=[O:12])[CH:10]=[O:11])[C@H:7]([CH3:28])[CH2:6]3)[CH2:3]1.ClCC[OH:32]>>[F:1][C@@H:2]1[C:22]2[C@:17]([CH3:24])([CH:18]=[CH:19][C:20](=[O:23])[CH:21]=2)[C@:16]2([F:25])[C@H:4]([C@H:5]3[C@:13]([CH3:27])([CH2:14][C@@H:15]2[OH:26])[C@@H:8]([C:9](=[O:12])[C:10]([OH:32])=[O:11])[C@H:7]([CH3:28])[CH2:6]3)[CH2:3]1. The reactants are F[C@H]1C[C@H]2[C@@H]3C[C@H]([C@H](C(C=O)=O)[C@]3(C[C@@H]([C@@]2([C@]2(C=CC(C=C12)=O)C)F)O)C)C (6α,9α-difluoro-11βhydroxy-3,20-dioxo-16α-methyl-1,4-pregnadien-21-al), ClCCO (2-chloroethanol). Reactants: CSC=1N2N(C3=C(N1)C=CC=C3)CCN(CC2)C2=CC=CC=C2 (2,3,4,5-tetrahydro-7-(methylthio)-3-phenyl-1H-[1,2,5]-triazepino[1,2-a][1,2,4]benzotriazine), CN(C=O)C (N,N-dimethylformamide). The reagents and catalysts are [Zn] (zinc). Solvent: O (water). The product is C1(=CC=CC=C1)N1CCNC2=NC3=C(N2CC1)C=CC=C3 (1,2,3,4,5,6-Hexahydro-4-phenyl-[1,3,6]triazocino[1,2-a]benzimidazole). RXN SMILES: CS[C:3]1[N:4]2[CH2:17][CH2:16][N:15]([C:18]3[CH:23]=[CH:22][CH:21]=[CH:20][CH:19]=3)[CH2:14][CH2:13][N:5]2[C:6]2[CH:12]=[CH:11][CH:10]=[CH:9][C:7]=2[N:8]=1.CN(C)C=O>[Zn].O>[C:18]1([N:15]2[CH2:14][CH2:13][N:5]3[C:3](=[N:8][C:7]4[CH:9]=[CH:10][CH:11]=[CH:12][C:6]=43)[NH:4][CH2:17][CH2:16]2)[CH:23]=[CH:22][CH:21]=[CH:20][CH:19]=1. Procedure: A mixture of 2,3,4,5-tetrahydro-7-(methylthio)-3-phenyl-1H-[1,2,5]-triazepino[1,2-a][1,2,4]benzotriazine (0.5000 g), zinc dust (2.0 g), N,N-dimethylformamide (16 ml) and water (4 ml) was stirred magnetically and heated under reflux for 20 hours. The cooled mixture was filtered through Celite and the filter pad washed with N,N-dimethylformamide. The filtrate and washings were evaporated under oil pump vacuum to a syrup. The syrup was dissolved in dichloromethane and applied to the edges of 4 plat... The reactants are CCCC(=O)OCC(C)O, CCCCCCCCc1ccc(-c2ccc(C(=O)O)cc2)cc1, Cc1ccccc1, [Cl-], c1ccncc1. The product is CCCCCCCCc1ccc(-c2ccc(C(=O)OC(C)COC(=O)CCC)cc2)cc1. As a reaction SMILES: [C:1]([CH2:2][CH2:3][CH3:4])(=[O:5])[O:6][CH2:7][CH:8]([CH3:9])[OH:10].[CH2:12]([CH2:13][CH2:14][CH2:15][CH2:16][CH2:17][CH2:18][CH3:19])[c:20]1[cH:21][cH:22][c:23](-[c:26]2[cH:27][cH:28][c:29]([C:30](=[O:31])[OH:32])[cH:33][cH:34]2)[cH:24][cH:25]1.[CH3:35][c:36]1[cH:37][cH:38][cH:39][cH:40][cH:41]1.[Cl-:11].[cH:42]1[cH:43][cH:44][n:45][cH:46][cH:47]1>>[C:1]([CH2:2][CH2:3][CH3:4])(=[O:5])[O:6][CH2:7][CH:8]([CH3:9])[O:10][C:30]([c:29]1[cH:28][cH:27][c:26](-[c:23]2[cH:22][cH:21][c:20]([CH2:12][CH2:13][CH2:14][CH2:15][CH2:16][CH2:17][CH2:18][CH3:19])[cH:25][cH:24]2)[cH:34][cH:33]1)=[O:31].